describe an organic reaction: reactants, conditions, products, and yield From a dataset of the Open Reaction Database (ORD), a public repository of structured organic reaction records. Reactants: ClC1=C(C(=O)NC=2C=CC=C3C=C(C=NC23)C)C(=CC=C1)Cl (8-(2,6-dichlorobenzoylamino)-3-methylquinoline), BrN1C(CCC1=O)=O (N-bromosuccinimide), N(=NC(C#N)(CC(C)(C)OC)C)C(C#N)(CC(C)(OC)C)C (2,2'-azobis(2,4-dimethyl-4-methoxyvaleronitrile)). The solvent is ClCCl (dichloromethane), C(C)(=O)OCC (ethyl acetate). Product: BrC1=C2C=C(C=NC2=C(C=C1)NC(C1=C(C=CC=C1Cl)Cl)=O)C (5-bromo-8-(2,6-dichlorobenzoylamino)-3-methylquinoline). Isolated yield 17.5%. RXN SMILES: [Cl:1][C:2]1[CH:21]=[CH:20][CH:19]=[C:18]([Cl:22])[C:3]=1[C:4]([NH:6][C:7]1[CH:8]=[CH:9][CH:10]=[C:11]2[C:16]=1[N:15]=[CH:14][C:13]([CH3:17])=[CH:12]2)=[O:5].[Br:23]N1C(=O)CCC1=O.N(C(C)(CC(C)(OC)C)C#N)=NC(C)(CC(OC)(C)C)C#N>ClCCl.C(OCC)(=O)C>[Br:23][C:10]1[CH:9]=[CH:8][C:7]([NH:6][C:4](=[O:5])[C:3]2[C:18]([Cl:22])=[CH:19][CH:20]=[CH:21][C:2]=2[Cl:1])=[C:16]2[C:11]=1[CH:12]=[C:13]([CH3:17])[CH:14]=[N:15]2. Reported procedure: A mixture of 8-(2,6-dichlorobenzoylamino)-3-methylquinoline (250 mg), N-bromosuccinimide (175 mg) and 2,2'-azobis(2,4-dimethyl-4-methoxyvaleronitrile) (23.3 mg) in dichloromethane was refluxed for 2 hours. After cooling, the mixture was diluted with ethyl acetate, washed with water, saturated sodium bicarbonate solution and brine, dried over magnesium sulfate and evaporated in vacuo. The residue was purified by column chromatography on silica gel (dichloromethane) to give 5-bromo-8-(2,6-dichloro... The reactants are C(C1=CC=CC=C1)O[C@@H](C(C#CC=1C=NC=CC1)O)C ((3RS,4R)-4-Benzyloxy-1-pyridin-3-yl-pent-1-yn-3-ol), [Si](C)(C)(C(C)(C)C)Cl (tert-butyldimethylsilyl chloride), N1C=NC=C1 (imidazole), O (Water). Solvent: CN(C=O)C (dimethylformamide). Yields the product C(C1=CC=CC=C1)O[C@@H](C(C#CC=1C=NC=CC1)O[Si](C)(C)C(C)(C)C)C ((3RS,4R)-3-[4-Benzyloxy-3-(tert-butyldimethylsilanyloxy)-pent-1-ynyl]pyridine). Reaction SMILES: [CH2:1]([O:8][C@H:9]([CH3:20])[CH:10]([OH:19])[C:11]#[C:12][C:13]1[CH:14]=[N:15][CH:16]=[CH:17][CH:18]=1)[C:2]1[CH:7]=[CH:6][CH:5]=[CH:4][CH:3]=1.[Si:21](Cl)([C:24]([CH3:27])([CH3:26])[CH3:25])([CH3:23])[CH3:22].N1C=CN=C1.O>CN(C)C=O>[CH2:1]([O:8][C@H:9]([CH3:20])[CH:10]([O:19][Si:21]([C:24]([CH3:27])([CH3:26])[CH3:25])([CH3:23])[CH3:22])[C:11]#[C:12][C:13]1[CH:14]=[N:15][CH:16]=[CH:17][CH:18]=1)[C:2]1[CH:3]=[CH:4][CH:5]=[CH:6][CH:7]=1. Reported procedure: (3RS,4R)-4-Benzyloxy-1-pyridin-3-yl-pent-1-yn-3-ol (Example 30b), 1.745 g) was stirred in dimethylformamide (20 ml) with tert-butyldimethylsilyl chloride (1.18 g) and imidazole (0.89 g) at room temperature for 22 hours. Water was added and the reaction was extracted with diethyl ether. The organic phases were combined, washed with brine, dried over anhydrous magnesium sulfate, filtered and concentrated in vacuo. Purification by flash chromatography on silica gel, eluting with 4:1 isohexane/ethyl...